The task is: describe an organic reaction: reactants, conditions, products, and yield. This data is from the Open Reaction Database (ORD), a public repository of structured organic reaction records. Starting materials: CC(CC(=O)O)NC(=O)NCc1ccccc1, CCOC(C)=O, CCN(C(C)C)C(C)C, ClCCl, CCOC(CN(Cc1cccc2cn[nH]c12)C(=O)C(N)Cc1ccc(OC(C)(C)C)cc1)OCC, On1nnc2ccccc21. Yields the product CCOC(CN(Cc1cccc2cn[nH]c12)C(=O)C(Cc1ccc(OC(C)(C)C)cc1)NC(=O)CC(C)NC(=O)NCc1ccccc1)OCC. RXN SMILES: [CH2:36]([c:37]1[cH:38][cH:39][cH:40][cH:41][cH:42]1)[NH:43][C:44]([NH:45][CH:46]([CH2:47][C:48](=[O:49])[OH:50])[CH3:51])=[O:52].[CH3:75][CH2:76][O:77][C:78]([CH3:79])=[O:80].[CH:63]([N:64]([CH2:65][CH3:66])[CH:67]([CH3:68])[CH3:69])([CH3:70])[CH3:71].[Cl:72][CH2:73][Cl:74].[NH2:1][CH:2]([C:3](=[O:4])[N:5]([CH2:6][c:7]1[cH:8][cH:9][cH:10][c:11]2[cH:12][n:13][nH:14][c:15]12)[CH2:16][CH:17]([O:18][CH2:19][CH3:20])[O:21][CH2:22][CH3:23])[CH2:24][c:25]1[cH:26][cH:27][c:28]([O:31][C:32]([CH3:33])([CH3:34])[CH3:35])[cH:29][cH:30]1.[OH:53][n:54]1[c:55]2[c:56]([cH:57][cH:58][cH:59][cH:60]2)[n:61][n:62]1>>[NH:1]([CH:2]([C:3](=[O:4])[N:5]([CH2:6][c:7]1[cH:8][cH:9][cH:10][c:11]2[cH:12][n:13][nH:14][c:15]12)[CH2:16][CH:17]([O:18][CH2:19][CH3:20])[O:21][CH2:22][CH3:23])[CH2:24][c:25]1[cH:26][cH:27][c:28]([O:31][C:32]([CH3:33])([CH3:34])[CH3:35])[cH:29][cH:30]1)[C:48]([CH2:47][CH:46]([NH:45][C:44]([NH:43][CH2:36][c:37]1[cH:38][cH:39][cH:40][cH:41][cH:42]1)=[O:52])[CH3:51])=[O:49]. Reactants: ClC1=CC(=C(N)C=C1Cl)[N+](=O)[O-] (4,5-Dichloro-2-nitroaniline), BrN1C(CCC1=O)=O (N-bromosuccinimide), ice water. The solvent is CN(C=O)C (N,N-dimethylformamide). Conditions: temperature 100 celsius. Product: BrC1=C(N)C(=CC(=C1Cl)Cl)[N+](=O)[O-] (2-Bromo-3,4-dichloro-6-nitroaniline). Isolated yield 8588.6%. RXN SMILES: [Cl:1][C:2]1[C:8]([Cl:9])=[CH:7][C:5]([NH2:6])=[C:4]([N+:10]([O-:12])=[O:11])[CH:3]=1.[Br:13]N1C(=O)CCC1=O>CN(C)C=O>[Br:13][C:7]1[C:8]([Cl:9])=[C:2]([Cl:1])[CH:3]=[C:4]([N+:10]([O-:12])=[O:11])[C:5]=1[NH2:6]. Reported procedure: 4,5-Dichloro-2-nitroaniline (41.0 g, 1.98 mmol), N-bromosuccinimide (42.86 g, 2.41 mmol) and N,N-dimethylformamide were combined and heated to 100° C. for 1 h. The mixture was allowed to cool to room temperature and was poured into a flask containing ice water (1 L). The yellow solid was collected and was dissolved in dichloromethane (2 L), resulting in two phases. The organic layer was collected and was dried over magnesium sulfate, filtered and the solvents were removed under reduced pressure ...